Dataset: the Open Reaction Database (ORD), a public repository of structured organic reaction records. Task: describe an organic reaction: reactants, conditions, products, and yield Reactants: O=C(Cl)OCc1ccccc1, COC(=O)C12CC3CC(C1)C(N)C(C3)C2, [Na+], [Na+], O=C([O-])[O-], C1CCOC1, O. As a reaction SMILES: [Cl:16][C:17](=[O:18])[O:19][CH2:20][c:21]1[cH:22][cH:23][cH:24][cH:25][cH:26]1.[NH2:1][CH:2]1[CH:3]2[CH2:4][C:5]3([C:12](=[O:13])[O:14][CH3:15])[CH2:6][CH:7]([CH2:8][CH:9]1[CH2:10]3)[CH2:11]2.[Na+:27].[Na+:28].[O-:29][C:30](=[O:31])[O-:32].[O:33]1[CH2:34][CH2:35][CH2:36][CH2:37]1.[OH2:38]>>[NH:1]([CH:2]1[CH:3]2[CH2:4][C:5]3([C:12](=[O:13])[O:14][CH3:15])[CH2:6][CH:7]([CH2:8][CH:9]1[CH2:10]3)[CH2:11]2)[CH2:30][C:17](=[O:18])[O:19][CH2:20][c:21]1[cH:22][cH:23][cH:24][cH:25][cH:26]1. Yields the product COC(=O)C12CC3CC(C1)C(NCC(=O)OCc1ccccc1)C(C3)C2. Starting materials: FC(C=1COC2=C(C1C(=O)O)C1=CC=CC=C1C=C2)(F)F (2-trifluoromethyl-3H-naphthopyran-carboxylic acid), FC(C=1COC2=C(C1C(=O)OCC)C1=CC=CC=C1C=C2)(F)F (ethyl 2-trifluoromethyl-3H-naphthopyran-carboxylate), Cl (HCl), [OH-].[Na+] (sodium hydroxide). Run in C(C)O (ethanol), O1CCCC1 (tetrahydrofuran). Run at time 16 hour. The product is FC(C1C(=CC2=C(O1)C1=CC=CC=C1C=C2)C(=O)O)(F)F (2-Trifluoromethyl-2H-naphtho[1,2-b]pyran-3-carboxylic acid). The yield is 95.0%. RXN SMILES: FC(F)(F)C1CO[C:6]2[CH:19]=[CH:18][C:17]3[C:12](=[CH:13][CH:14]=[CH:15][CH:16]=3)[C:7]=2C=1C(O)=O.[F:22][C:23]([F:44])([F:43])[C:24]1COC2C=CC3C(=CC=CC=3)[C:28]=2[C:29]=1[C:30]([O:32]CC)=[O:31].[OH-:45].[Na+].Cl>C(O)C.O1CCCC1>[F:22][C:23]([F:44])([F:43])[CH:24]1[O:45][C:7]2[C:12]3[C:17]([CH:18]=[CH:19][C:6]=2[CH:28]=[C:29]1[C:30]([OH:32])=[O:31])=[CH:16][CH:15]=[CH:14][CH:13]=3 |f:2.3|. Procedure: Preparation of 2-trifluoromethyl-3H-naphthopyran-carboxylic acid. A solution of the ester from Step 1 (0.8 g, 2.5 mmol) was dissolved in 40 mL of ethanol and 10 mL of tetrahydrofuran, treated with sodium hydroxide (2.5 N, 10 mL, 25 mmol) and stirred at room temperature for 16 hours. The reaction mixture was acidified with 1.0 N HCl, whereupon a solid formed that was isolated by filtration. The solid was washed with 20 mL of water to afford 0.7 g (95%) of the title compound as a yellow solid: mp ... Starting materials: C=CCOC(C)=O, CC(=O)[O-], CC(=O)[O-], CC(=O)[O-], CO, CC(C)O, [K+], O=[N+]([O-])C1CCCCC1, [OH-], O, [Pd+2]. Product: C=CCC1([N+](=O)[O-])CCCCC1. RXN SMILES: [C:12]([O:13][CH2:16][CH:17]=[CH2:18])(=[O:14])[CH3:15].[C:23]([O-:24])(=[O:25])[CH3:26].[C:28]([O-:29])(=[O:30])[CH3:31].[CH3:19][C:20](=[O:21])[O-:22].[CH3:37][OH:38].[CH:33]([OH:34])([CH3:35])[CH3:36].[K+:2].[N+:3](=[O:4])([O-:5])[CH:6]1[CH2:7][CH2:8][CH2:9][CH2:10][CH2:11]1.[OH-:1].[OH2:32].[Pd+2:27]>>[N+:3](=[O:4])([O-:5])[C:6]1([CH2:18][CH:17]=[CH2:16])[CH2:7][CH2:8][CH2:9][CH2:10][CH2:11]1. Reactants: 29A, C(CCl)Cl (EDC), CCN(C(C)C)C(C)C (DIEA), N[C@@H](CC1=CC=C(C=C1)O)C(=O)N1CCC(CC1)OCC(=O)OC(C)(C)C (tert-butyl [(1-tyrosyl-4-piperidinyl)oxy]acetate), N1=C(C=CC=C1)NCCC(=O)O (N-(2-pyridinyl)-β-alanine), C(=O)(O)[O-].[Na+] (NaHCO3). The solvent is CN(C)C=O (DMF). Yields the product N1=C(C=CC=C1)NCCC(=O)N[C@@H](CC1=CC=C(C=C1)O)C(=O)N1CCC(CC1)OCC(=O)OC(C)(C)C (tert-Butyl [[1-[N-[[2-[(2-pyridinyl)amino]ethyl]carbonyl]tyrosyl]-4-piperidinyl]oxy]acetate). As a reaction SMILES: [NH2:1][C@H:2]([C:11]([N:13]1[CH2:18][CH2:17][CH:16]([O:19][CH2:20][C:21]([O:23][C:24]([CH3:27])([CH3:26])[CH3:25])=[O:22])[CH2:15][CH2:14]1)=[O:12])[CH2:3][C:4]1[CH:9]=[CH:8][C:7]([OH:10])=[CH:6][CH:5]=1.[N:28]1[CH:33]=[CH:32][CH:31]=[CH:30][C:29]=1[NH:34][CH2:35][CH2:36][C:37](O)=[O:38].C(Cl)CCl.CCN(C(C)C)C(C)C.C([O-])(O)=O.[Na+]>CN(C=O)C>[N:28]1[CH:33]=[CH:32][CH:31]=[CH:30][C:29]=1[NH:34][CH2:35][CH2:36][C:37]([NH:1][C@H:2]([C:11]([N:13]1[CH2:14][CH2:15][CH:16]([O:19][CH2:20][C:21]([O:23][C:24]([CH3:27])([CH3:26])[CH3:25])=[O:22])[CH2:17][CH2:18]1)=[O:12])[CH2:3][C:4]1[CH:9]=[CH:8][C:7]([OH:10])=[CH:6][CH:5]=1)=[O:38] |f:4.5|. Procedure: A mixture of tert-butyl [(1-tyrosyl-4-piperidinyl)oxy]acetate, Alig, et. al., EP 372486, (1 mmol), N-(2-pyridinyl)-β-alanine, Chowdhary, et. al., Indian J. Chem., 1990, 29A, 280-284, (1 mmol), EDC (1.5 mmol), and DIEA (3 mmol) in DMF (25 mL) is stirred at RT. The mixture is poured into 5% NaHCO3 and extracted with EtOAc. The combined orgainic phase is washed with H2O, dried (MgSO4) and concentrated. The residue is chromatographed (silica gel) to give the title compound.